The task is: describe an organic reaction: reactants, conditions, products, and yield. This data is from the Open Reaction Database (ORD), a public repository of structured organic reaction records. Reaction SMILES: C(OC([NH:8][CH:9](C1C=CC=CC=1)[CH2:10][CH:11]=C)=O)(C)(C)C.[ClH:19].[C:20]1([CH3:26])[CH:25]=[CH:24][CH:23]=[CH:22][CH:21]=1>O1CCOCC1>[ClH:19].[NH2:8][C@H:9]([CH:10]=[CH2:11])[CH2:26][C:20]1[CH:25]=[CH:24][CH:23]=[CH:22][CH:21]=1 |f:4.5|. Yields the product Cl.N[C@@H](CC1=CC=CC=C1)C=C ((S)-2-Amino-1-phenylbut-3-ene hydrochloride). Reactants: solution, Cl (hydrogen chloride), C(C)(C)(C)OC(=O)NC(CC=C)C1=CC=CC=C1 (tert-butoxycarbonylamino-1-phenylbut-3-ene), C1(=CC=CC=C1)C (toluene). Run in O1CCOCC1 (dioxane). Procedure details: A solution of 5.00 g (20.21 mmol) of (S)-2-(tert-butoxycarbonylamino-1-phenylbut-3-ene [J. R. Luly et al., J. Org. Chem. 52, 1487 (1987)] in 100 ml of a 4N solution of gaseous hydrogen chloride in anhydrous dioxane was stirred at room temperature for 30 min. 15 ml of toluene were then added and the mixture was concentrated in vacuo. This process was repeated twice more, then the residue was triturated with a little ether, filtered off with suction and dried in a high vacuum over KOH. 3.69 g (99%...